This data is from the Open Reaction Database (ORD), a public repository of structured organic reaction records. The task is: describe an organic reaction: reactants, conditions, products, and yield Reactants: COC(=O)C(C)N(c1ccc(Cl)cc1C(=O)c1ccccc1Cl)S(=O)(=O)c1ccc(C)cc1, CN(C)C=O. The product is COC(=O)C1(C)N(S(=O)(=O)c2ccc(C)cc2)c2ccc(Cl)cc2C1(O)c1ccccc1Cl. Reaction SMILES: [Cl:1][c:2]1[c:3]([C:8]([c:9]2[c:10]([N:16]([S:17](=[O:18])(=[O:19])[c:20]3[cH:21][cH:22][c:23]([CH3:24])[cH:25][cH:26]3)[CH:27]([CH3:28])[C:29](=[O:30])[O:31][CH3:32])[cH:11][cH:12][c:13]([Cl:15])[cH:14]2)=[O:33])[cH:4][cH:5][cH:6][cH:7]1.[O:34]=[CH:35][N:36]([CH3:37])[CH3:38]>>[Cl:1][c:2]1[c:3]([C:8]2([OH:33])[c:9]3[c:10]([cH:11][cH:12][c:13]([Cl:15])[cH:14]3)[N:16]([S:17](=[O:18])(=[O:19])[c:20]3[cH:21][cH:22][c:23]([CH3:24])[cH:25][cH:26]3)[C:27]2([CH3:28])[C:29](=[O:30])[O:31][CH3:32])[cH:4][cH:5][cH:6][cH:7]1.